Task: describe an organic reaction: reactants, conditions, products, and yield. Dataset: the Open Reaction Database (ORD), a public repository of structured organic reaction records Starting materials: COCCCCN, CC#N, CCN(C(C)C)C(C)C, Cl, O=[N+]([O-])c1cccc(F)c1F. The product is COCCCCNc1c(F)cccc1[N+](=O)[O-]. As a reaction SMILES: [CH3:13][O:14][CH2:15][CH2:16][CH2:17][CH2:18][NH2:19].[CH3:29][C:30]#[N:31].[CH:20]([N:21]([CH:22]([CH3:23])[CH3:24])[CH2:25][CH3:26])([CH3:27])[CH3:28].[ClH:12].[F:1][c:2]1[c:3]([F:11])[c:4]([N+:8](=[O:9])[O-:10])[cH:5][cH:6][cH:7]1>>[F:1][c:2]1[c:3]([NH:19][CH2:18][CH2:17][CH2:16][CH2:15][O:14][CH3:13])[c:4]([N+:8](=[O:9])[O-:10])[cH:5][cH:6][cH:7]1. Starting materials: CN1CCCC1=O, CCOC(C)=O, NCc1ccccc1Cl, Oc1ccc2nc(Cl)oc2c1. Yields the product Oc1ccc2nc(NCc3ccccc3Cl)oc2c1. As a reaction SMILES: [CH3:21][N:22]1[CH2:23][CH2:24][CH2:25][C:26]1=[O:27].[CH3:28][CH2:29][O:30][C:31](=[O:32])[CH3:33].[Cl:12][c:13]1[c:14]([CH2:15][NH2:16])[cH:17][cH:18][cH:19][cH:20]1.[Cl:1][c:2]1[o:3][c:4]2[c:5]([n:6]1)[cH:7][cH:8][c:9]([OH:11])[cH:10]2>>[c:2]1([NH:16][CH2:15][c:14]2[c:13]([Cl:12])[cH:20][cH:19][cH:18][cH:17]2)[o:3][c:4]2[c:5]([n:6]1)[cH:7][cH:8][c:9]([OH:11])[cH:10]2. The reactants are CCCCO, CCN(C(C)C)C(C)C, Clc1ccnc(Cl)n1, ClCCl, Cc1ccc(F)c(N)c1. The product is Cc1ccc(F)c(Nc2ccnc(Cl)n2)c1. Reaction SMILES: [CH2:27]([OH:28])[CH2:29][CH2:30][CH3:31].[CH:9]([N:10]([CH2:11][CH3:12])[CH:13]([CH3:14])[CH3:15])([CH3:16])[CH3:17].[Cl:1][c:2]1[n:3][cH:4][cH:5][c:6]([Cl:8])[n:7]1.[Cl:32][CH2:33][Cl:34].[F:18][c:19]1[c:20]([NH2:21])[cH:22][c:23]([CH3:26])[cH:24][cH:25]1>>[Cl:1][c:2]1[n:3][cH:4][cH:5][c:6]([NH:21][c:20]2[c:19]([F:18])[cH:25][cH:24][c:23]([CH3:26])[cH:22]2)[n:7]1. The reactants are CCOC(=O)c1c(SC)cc2ccccn12, CC(=O)O, O=N[O-], [Na+], [Na+], [OH-], O. The product is CCOC(=O)c1c(SC)c(N=O)c2ccccn12. RXN SMILES: [CH3:1][S:2][c:3]1[cH:4][c:5]2[cH:6][cH:7][cH:8][cH:9][n:10]2[c:11]1[C:12](=[O:13])[O:14][CH2:15][CH3:16].[CH3:23][C:24](=[O:25])[OH:26].[N:17](=[O:18])[O-:19].[Na+:20].[Na+:22].[OH-:21].[OH2:27]>>[CH3:1][S:2][c:3]1[c:4]([N:17]=[O:18])[c:5]2[cH:6][cH:7][cH:8][cH:9][n:10]2[c:11]1[C:12](=[O:13])[O:14][CH2:15][CH3:16]. The reactants are CS(=O)C1=NN2C(C=N1)=CC=C2C2=C(C=CC=C2)OC (2-Methanesulfinyl-7-(2-methoxy-phenyl)-pyrrolo[2,1-f][1,2,4]triazine), NC=1C=CC(NC1)=O (5-Amino-1H-pyridin-2-one), C(C)(C)N(C(C)C)CC (N,N-Diisopropylethylamine), COCC(C)O (1-Methoxy-2-propanol). Reaction conditions: temperature 200 celsius. Yields the product COC1=C(C=CC=C1)C1=CC=C2C=NC(=NN21)NC=2C=CC(NC2)=O (5-[7-(2-Methoxy-phenyl)-pyrrolo[2,1-f][1,2,4]triazin-2-ylamino]-1H-pyridin-2-one). Reaction SMILES: CS([C:4]1[N:9]=[CH:8][C:7]2=[CH:10][CH:11]=[C:12]([C:13]3[CH:18]=[CH:17][CH:16]=[CH:15][C:14]=3[O:19][CH3:20])[N:6]2[N:5]=1)=O.[NH2:21][C:22]1[CH:23]=[CH:24][C:25](=[O:28])[NH:26][CH:27]=1.C(N(CC)C(C)C)(C)C.COCC(O)C>>[CH3:20][O:19][C:14]1[CH:15]=[CH:16][CH:17]=[CH:18][C:13]=1[C:12]1[N:6]2[C:7]([CH:8]=[N:9][C:4]([NH:21][C:22]3[CH:23]=[CH:24][C:25](=[O:28])[NH:26][CH:27]=3)=[N:5]2)=[CH:10][CH:11]=1. Procedure: A mixture of 2-Methanesulfinyl-7-(2-methoxy-phenyl)-pyrrolo[2,1-f][1,2,4]triazine (0.08 g, 0.3 mmol), 5-Amino-1H-pyridin-2-one (56.1 mg, 0.510 mmol), N,N-Diisopropylethylamine (0.181 mL, 1.04 mmol), and 1-Methoxy-2-propanol (0.5 mL, 5 mmol) were heated in the microwave at 200° C. for 30 minutes. The reaction was concentrated and redissolved in 2 ml of DMSO and placed onto the Gilson. The most pure fractions were combined basified with sat. sodium bicarbonate, extracted with DCM, dried filtered a... Reactants: O[C@@H]1CC=2C=CC=C(C2C[C@@H]1O)OC(C(=O)OCC)(C)C (cis-2-[(6,7-Dihydroxy-5,6,7,8-tetrahydro-1-naphthyl)oxy]-2-methylpropionic acid, ethyl ester), [OH-].[K+] (potassium hydroxide). Solvent: CO (methyl alcohol). The product is O[C@@H]1CC=2C=CC=C(C2C[C@@H]1O)OC(C(=O)O)(C)C (cis-2-[(6,7-Dihydroxy-5,6,7,8-tetrahydro-1-naphthyl)oxy]-2-methylpropionic acid). Reaction SMILES: [OH:1][C@H:2]1[C@@H:11]([OH:12])[CH2:10][C:9]2[C:8]([O:13][C:14]([CH3:21])([CH3:20])[C:15]([O:17]CC)=[O:16])=[CH:7][CH:6]=[CH:5][C:4]=2[CH2:3]1.[OH-].[K+]>CO>[OH:1][C@H:2]1[C@@H:11]([OH:12])[CH2:10][C:9]2[C:8]([O:13][C:14]([CH3:21])([CH3:20])[C:15]([OH:17])=[O:16])=[CH:7][CH:6]=[CH:5][C:4]=2[CH2:3]1 |f:1.2|. Procedure details: To a solution of 0.05 mole of the product of Example 1 in 50 ml. of methyl alcohol, 30 ml. of 40% methanolic potassium hydroxide is added and the mixture is refluxed for 0.5 hours. The solvent is removed in vacuo, the residue dissolved in water, acidified and extracted with chloroform. The chloroform extract is washed with water, dried and concentrated to give the title compound as a thick oil. The reactants are CN(C)C=O, CCOC(=O)Cc1nc(Cl)cc(NC=O)n1, O=[Se]=O. Yields the product CCOC(=O)C(=O)c1nc(Cl)cc(NC=O)n1. Reaction SMILES: [CH3:20][N:21]([CH3:22])[CH:23]=[O:24].[Cl:1][c:2]1[cH:3][c:4]([NH:14][CH:15]=[O:16])[n:5][c:6]([CH2:8][C:9](=[O:10])[O:11][CH2:12][CH3:13])[n:7]1.[Se:17](=[O:18])=[O:19]>>[Cl:1][c:2]1[cH:3][c:4]([NH:14][CH:15]=[O:16])[n:5][c:6]([C:8]([C:9](=[O:10])[O:11][CH2:12][CH3:13])=[O:18])[n:7]1. The reactants are C(=O)(OCC)C1=C(NC(=C(C1C1=CC(=CC=C1)[N+](=O)[O-])C(=O)OCC)C)CS (3,5-dicarboethoxy-6-methyl-2-(mercaptome-thyl) -4-(m-nitrophenyl)-1,4-dihydropyridine), S(=O)(=O)(O)C1(C(C(=O)O)C=CC=C1)O (2-sulphosalicylic acid), COC(C)(C)OC (2,2-dimethoxypropane). Conditions: time 2 hour. Product: C(=O)(OCC)C1=C(NC(=C(C1C1=CC(=CC=C1)[N+](=O)[O-])C(=O)OCC)C)CSC(C)(C)OC (3,5-dicarboethoxy-6-methyl-2-[2-methoxyprop-2-yl-thiomethyl]-4-(m-nitrophenyl)-1,4-dihydropyridine). RXN SMILES: [C:1]([C:6]1[CH:11]([C:12]2[CH:17]=[CH:16][CH:15]=[C:14]([N+:18]([O-:20])=[O:19])[CH:13]=2)[C:10]([C:21]([O:23][CH2:24][CH3:25])=[O:22])=[C:9]([CH3:26])[NH:8][C:7]=1[CH2:27][SH:28])([O:3][CH2:4][CH3:5])=[O:2].S(C1(O)C=CC=CC1C(O)=O)(O)(=O)=O.[CH3:43][O:44][C:45](OC)([CH3:47])[CH3:46]>>[C:1]([C:6]1[CH:11]([C:12]2[CH:17]=[CH:16][CH:15]=[C:14]([N+:18]([O-:20])=[O:19])[CH:13]=2)[C:10]([C:21]([O:23][CH2:24][CH3:25])=[O:22])=[C:9]([CH3:26])[NH:8][C:7]=1[CH2:27][S:28][C:45]([O:44][CH3:43])([CH3:47])[CH3:46])([O:3][CH2:4][CH3:5])=[O:2]. Procedure details: 2 g of 3,5-dicarboethoxy-6-methyl-2-(mercaptome-thyl) -4-(m-nitrophenyl)-1,4-dihydropyridine (4,92 mmol.) and 20 mg of 2-sulphosalicylic acid bihydrate (0,049 mmol.) are dissolved in 20 ml of 2,2-dimethoxypropane. The solution is stirred for 2 hours at room temperature, then the solvent is evaporated under reduced pressure. The residue is dissolved in ethyl acetate, washed with a NaHCO3 solution (5%, 2×10 ml) and water (3×20 ml), dried on Na2SO4 and evaporated at reduced pressure. 1.8 g of 3,5-d...